From a dataset of the Open Reaction Database (ORD), a public repository of structured organic reaction records. describe an organic reaction: reactants, conditions, products, and yield The reactants are CCOP(OCC)OCC, O=C(Nc1cccc(C(F)(F)F)c1)Nc1ccc(Br)cc1I, Cl[Pd]Cl. The product is CCOP(=O)(OCC)c1cc(Br)ccc1NC(=O)Nc1cccc(C(F)(F)F)c1. RXN SMILES: [CH2:23]([CH3:24])[O:25][P:26]([O:27][CH2:28][CH3:29])[O:30][CH2:31][CH3:32].[I:1][c:2]1[c:3]([NH:9][C:10](=[O:11])[NH:12][c:13]2[cH:14][c:15]([C:19]([F:20])([F:21])[F:22])[cH:16][cH:17][cH:18]2)[cH:4][cH:5][c:6]([Br:8])[cH:7]1.[Pd:33]([Cl:34])[Cl:35]>>[c:2]1([P:26]([O:25][CH2:23][CH3:24])([O:27][CH2:28][CH3:29])=[O:30])[c:3]([NH:9][C:10](=[O:11])[NH:12][c:13]2[cH:14][c:15]([C:19]([F:20])([F:21])[F:22])[cH:16][cH:17][cH:18]2)[cH:4][cH:5][c:6]([Br:8])[cH:7]1. Reactants: O=C1c2ccccc2C(=O)c2c1cccc2[N+](=O)[O-], O=[N+]([O-])c1ccccc1. The product is Nc1cccc2c1C(=O)c1ccccc1C2=O. As a reaction SMILES: [N+:1]([O-:2])(=[O:3])[c:4]1[cH:5][cH:6][cH:7][c:8]2[c:17]1[C:16](=[O:18])[c:15]1[c:10]([cH:11][cH:12][cH:13][cH:14]1)[C:9]2=[O:19].[O-:20][N+:21]([c:22]1[cH:23][cH:24][cH:25][cH:26][cH:27]1)=[O:28]>>[NH2:1][c:4]1[cH:5][cH:6][cH:7][c:8]2[c:17]1[C:16](=[O:18])[c:15]1[c:10]([cH:11][cH:12][cH:13][cH:14]1)[C:9]2=[O:19]. Starting materials: resultant suspension, COC(=O)C=1N=C(C2=CC(=CC=C2C1O)OC1=CC=CC=C1)C#N (1-cyano-4-hydroxy-7-phenoxy-isoquinoline-3-carboxylic acid methyl ester), NC(CC(=O)O)C1=CC(=CC=C1)Cl (3-amino-3-(3-chloro-phenyl)-propionic acid), C[O-].[Na+] (sodium methoxide), Cl (HCl). Solvent: O (water), CN(C(C)=O)C (N,N-dimethylacetamide). Product: ClC=1C=C(C=CC1)C(CC(=O)O)NC(=O)C=1N=C(C2=CC(=CC=C2C1O)OC1=CC=CC=C1)C#N (3-(3-Chloro-phenyl)-3-[(1-cyano-4-hydroxy-7-phenoxy-isoquinoline-3-carbonyl)-amino]-propionic acid). Yield: 25.0%. RXN SMILES: CO[C:3]([C:5]1[N:6]=[C:7]([C:23]#[N:24])[C:8]2[C:13]([C:14]=1[OH:15])=[CH:12][CH:11]=[C:10]([O:16][C:17]1[CH:22]=[CH:21][CH:20]=[CH:19][CH:18]=1)[CH:9]=2)=[O:4].[NH2:25][CH:26]([C:31]1[CH:36]=[CH:35][CH:34]=[C:33]([Cl:37])[CH:32]=1)[CH2:27][C:28]([OH:30])=[O:29].C[O-].[Na+].Cl>CN(C)C(=O)C.O>[Cl:37][C:33]1[CH:32]=[C:31]([CH:26]([NH:25][C:3]([C:5]2[N:6]=[C:7]([C:23]#[N:24])[C:8]3[C:13]([C:14]=2[OH:15])=[CH:12][CH:11]=[C:10]([O:16][C:17]2[CH:22]=[CH:21][CH:20]=[CH:19][CH:18]=2)[CH:9]=3)=[O:4])[CH2:27][C:28]([OH:30])=[O:29])[CH:36]=[CH:35][CH:34]=1 |f:2.3|. Procedure: To a mixture of 1-cyano-4-hydroxy-7-phenoxy-isoquinoline-3-carboxylic acid methyl ester (50 mg, 0.16 mmol) and 3-amino-3-(3-chloro-phenyl)-propionic acid (156 mg, 0.78 mmol) (commercially available from Alfa Aesar L19797) in N,N-dimethylacetamide (DMA) (2 mL) was added sodium methoxide (34 mg, 0.62 mmol). The resultant suspension mixture was heated in a 150° C. oil bath for 4 h. After cooled, reaction mixture was diluted with water (50 mL), acidified by 1 N HCl to pH=3-4, and then extracted with...